This data is from the Open Reaction Database (ORD), a public repository of structured organic reaction records. The task is: describe an organic reaction: reactants, conditions, products, and yield The product is COc1ccc(C(OC2CC(n3cnc4c(=O)[nH]c(NC(=O)C(C)C)nc43)OC2CO)(c2ccccc2)c2ccc(OC)cc2)cc1. Reactants: COc1ccc(C(OC2CC(n3cnc4c(=O)[nH]c(NC(=O)C(C)C)nc43)OC2CO[Si](C)(C)C(C)(C)C)(c2ccccc2)c2ccc(OC)cc2)cc1, C1CCOC1, CCCC[N+](CCCC)(CCCC)CCCC, [F-]. RXN SMILES: [C:1]([CH:2]([CH3:3])[CH3:4])(=[O:5])[NH:6][c:7]1[nH:8][c:9](=[O:54])[c:10]2[n:11][cH:12][n:13]([CH:14]3[CH2:15][CH:16]([O:17][C:18]([c:19]4[cH:20][cH:21][c:22]([O:25][CH3:26])[cH:23][cH:24]4)([c:27]4[cH:28][cH:29][c:30]([O:33][CH3:34])[cH:31][cH:32]4)[c:35]4[cH:36][cH:37][cH:38][cH:39][cH:40]4)[CH:41]([CH2:42][O:43][Si:44]([C:45]([CH3:46])([CH3:47])[CH3:48])([CH3:49])[CH3:50])[O:51]3)[c:52]2[n:53]1.[CH2:73]1[O:74][CH2:75][CH2:76][CH2:77]1.[CH3:56][CH2:57][CH2:58][CH2:59][N+:60]([CH2:61][CH2:62][CH2:63][CH3:64])([CH2:65][CH2:66][CH2:67][CH3:68])[CH2:69][CH2:70][CH2:71][CH3:72].[F-:55]>>[C:1]([CH:2]([CH3:3])[CH3:4])(=[O:5])[NH:6][c:7]1[nH:8][c:9](=[O:54])[c:10]2[n:11][cH:12][n:13]([CH:14]3[CH2:15][CH:16]([O:17][C:18]([c:19]4[cH:20][cH:21][c:22]([O:25][CH3:26])[cH:23][cH:24]4)([c:27]4[cH:28][cH:29][c:30]([O:33][CH3:34])[cH:31][cH:32]4)[c:35]4[cH:36][cH:37][cH:38][cH:39][cH:40]4)[CH:41]([CH2:42][OH:43])[O:51]3)[c:52]2[n:53]1. Reactants: Cl (hydrochloric acid), N1=CC=CC=C1 (pyridine), O(C1=CC=CC=C1)C=1C=C(CO)C=CC1 (3-phenoxy-benzyl alcohol), CC1(C(C1C=C(C(F)(F)F)OCC)C(=O)Cl)C (2,2-dimethyl-3-(3,3,3-trifluoro-2-ethoxy-prop-1-enyl)-cyclopropanecarboxylic acid chloride). Solvent: O (water), C1(=CC=CC=C1)C (toluene), C1(=CC=CC=C1)C (toluene). Run at time 3 hour. Product: O(C1=CC=CC=C1)C=1C=C(COC(=O)C2C(C2C=C(C(F)(F)F)OCC)(C)C)C=CC1 (2,2-dimethyl-3-(3,3,3-trifluoro-2-ethoxy-prop-1-enyl)-cyclopropanecarboxylic acid 3-phenoxybenzyl ester). Isolated yield 87.6%. RXN SMILES: [O:1]([C:8]1[CH:9]=[C:10]([CH:13]=[CH:14][CH:15]=1)[CH2:11][OH:12])[C:2]1[CH:7]=[CH:6][CH:5]=[CH:4][CH:3]=1.[CH3:16][C:17]1([CH3:32])[CH:19]([CH:20]=[C:21]([O:26][CH2:27][CH3:28])[C:22]([F:25])([F:24])[F:23])[CH:18]1[C:29](Cl)=[O:30].N1C=CC=CC=1.Cl>C1(C)C=CC=CC=1.O>[O:1]([C:8]1[CH:9]=[C:10]([CH:13]=[CH:14][CH:15]=1)[CH2:11][O:12][C:29]([CH:18]1[CH:19]([CH:20]=[C:21]([O:26][CH2:27][CH3:28])[C:22]([F:25])([F:23])[F:24])[C:17]1([CH3:16])[CH3:32])=[O:30])[C:2]1[CH:3]=[CH:4][CH:5]=[CH:6][CH:7]=1. Reported procedure: 5.2 g (0.026 mol) of 3-phenoxy-benzyl alcohol and 7 g (0.026 mol) of 2,2-dimethyl-3-(3,3,3-trifluoro-2-ethoxy-prop-1-enyl)-cyclopropanecarboxylic acid chloride were dissolved in 100 ml of anhydrous toluene, and 2.5 g of pyridine, dissolved in 20 ml of anhydrous toluene, were added dropwise at 20°-25° C., while stirring. Stirring was then continued at 25°-35° C. for 3 hours. The reaction mixture was poured into 150 ml of water, to which 10 ml of concentrated hydrochloric acid were added, and the ... Starting materials: COC=1C=C2CCC=3N=C(SC3C2=CC1)C1=C(C(=NO1)C1=CC=CC=C1)C(F)(F)F (5-(7-methoxy-4,5-dihydronaphtho[2,1-d]thiazol-2-yl)-3-phenyl-4-(trifluoromethyl)isoxazole), B(Br)(Br)Br (BBr3). The solvent is ClCCl (dichloromethane), ClCCl (dichloromethane). Reaction conditions: time 4.5 hour. Product: C1(=CC=CC=C1)C1=NOC(=C1C(F)(F)F)C=1SC2=C(N1)CCC1=CC(=CC=C12)O (2-(3-phenyl-4-(trifluoromethyl)isoxazol-5-yl)-4,5-dihydronaphtho[2,1-d]thiazol-7-ol). The yield is 89.5%. As a reaction SMILES: C[O:2][C:3]1[CH:4]=[C:5]2[C:13](=[CH:14][CH:15]=1)[C:12]1[S:11][C:10]([C:16]3[O:20][N:19]=[C:18]([C:21]4[CH:26]=[CH:25][CH:24]=[CH:23][CH:22]=4)[C:17]=3[C:27]([F:30])([F:29])[F:28])=[N:9][C:8]=1[CH2:7][CH2:6]2.B(Br)(Br)Br>ClCCl>[C:21]1([C:18]2[C:17]([C:27]([F:30])([F:29])[F:28])=[C:16]([C:10]3[S:11][C:12]4[C:13]5[C:5](=[CH:4][C:3]([OH:2])=[CH:15][CH:14]=5)[CH2:6][CH2:7][C:8]=4[N:9]=3)[O:20][N:19]=2)[CH:26]=[CH:25][CH:24]=[CH:23][CH:22]=1. Procedure: To a solution of 5-(7-methoxy-4,5-dihydronaphtho[2,1-d]thiazol-2-yl)-3-phenyl-4-(trifluoromethyl)isoxazole (Preparation 56B, 0.448 g, 1.046 mmol) in dichloromethane (13.07 mL) was added 1M BBr3 (5.23 mL, 5.23 mmol) in dichloromethane dropwise, and the mixture was stirred at room temperature for 4.5 h. The reaction was slowly quenched with sat. NaHCO3. After stirring for 5 min, sat. NH4Cl was added. It was then partitioned between dichloromethane and water. The aqueous layer was extracted with di...